Dataset: the Open Reaction Database (ORD), a public repository of structured organic reaction records. Task: describe an organic reaction: reactants, conditions, products, and yield Reactants: [BH4-], O=[N+]([O-])C=Cc1cc(F)cc(OCc2ccccc2)c1, ClC(Cl)Cl, CC(C)O, [Na+]. Product: O=[N+]([O-])CCc1cc(F)cc(OCc2ccccc2)c1. As a reaction SMILES: [BH4-:1].[CH2:3]([c:4]1[cH:5][cH:6][cH:7][cH:8][cH:9]1)[O:10][c:11]1[cH:12][c:13]([F:22])[cH:14][c:15]([CH:17]=[CH:18][N+:19](=[O:20])[O-:21])[cH:16]1.[CH:23]([Cl:24])([Cl:25])[Cl:26].[CH:27]([OH:28])([CH3:29])[CH3:30].[Na+:2]>>[CH2:3]([c:4]1[cH:5][cH:6][cH:7][cH:8][cH:9]1)[O:10][c:11]1[cH:12][c:13]([F:22])[cH:14][c:15]([CH2:17][CH2:18][N+:19](=[O:20])[O-:21])[cH:16]1. Starting materials: N12CCCCCC2=NCCC1 (1,8-Diazabicyclo[5,4,0]-undec-7-ene), Cl.NCC1=C2CN(C(C2=CC=C1)=O)C1C(NC(CC1)=O)=O (3-(4-aminomethyl-1-oxo-1,3-dihydro-isoindol-2-yl)-piperidine-2,6-dione hydrochloride), C(C1=CC=CC=C1)(=O)Cl (benzoyl chloride). The solvent is C(C)#N (acetonitrile). Reaction conditions: time 30 minute. Yields the product O=C1NC(CCC1N1C(C2=CC=CC(=C2C1)CNC(C1=CC=CC=C1)=O)=O)=O (N-[2-(2,6-dioxo-piperidin-3-yl)-1-oxo-2,3-dihydro-1H-isoindol-4-ylmethyl]-benzamide). The yield is 63.1%. Reaction SMILES: N12CCCN=C1CCCCC2.Cl.[NH2:13][CH2:14][C:15]1[CH:23]=[CH:22][CH:21]=[C:20]2[C:16]=1[CH2:17][N:18]([CH:25]1[CH2:30][CH2:29][C:28](=[O:31])[NH:27][C:26]1=[O:32])[C:19]2=[O:24].[C:33](Cl)(=[O:40])[C:34]1[CH:39]=[CH:38][CH:37]=[CH:36][CH:35]=1>C(#N)C>[O:32]=[C:26]1[CH:25]([N:18]2[CH2:17][C:16]3[C:20](=[CH:21][CH:22]=[CH:23][C:15]=3[CH2:14][NH:13][C:33](=[O:40])[C:34]3[CH:39]=[CH:38][CH:37]=[CH:36][CH:35]=3)[C:19]2=[O:24])[CH2:30][CH2:29][C:28](=[O:31])[NH:27]1 |f:1.2|. Procedure details: 1,8-Diazabicyclo[5,4,0]-undec-7-ene (0.8 g, 5.3 mmol) was added to a stirred suspension of 3-(4-aminomethyl-1-oxo-1,3-dihydro-isoindol-2-yl)-piperidine-2,6-dione hydrochloride (0.7 g, 2.1 mmol) in acetonitrile (100 mL). The mixture was stirred for 30 minutes, and benzoyl chloride (0.4 g, 3.2 mmol) was added. The mixture was stirred at room temperature overnight. The mixture was concentrated and the residue was stirred with 2N HCl (30 mL) and CH2Cl2 (80 mL). The solid was collected to give N-[2-(... The reactants are O1C(OCC1)C1=C(C=C(C=C1)C(C(=O)OC(C)(C)C)C(=O)OC(C)(C)C)F (Di-tert-butyl [4-(1,3-dioxolan-2-yl)-3-fluorophenyl]malonate), IC (iodomethane), O (H2O), IC (iodomethane), C([O-])([O-])=O.[K+].[K+] (potassium carbonate). Run in CN(C)C=O (DMF). Reaction conditions: temperature 70 celsius, time 3 hour. The product is O1C(OCC1)C1=C(C=C(C=C1)C(C(=O)OC(C)(C)C)(C(=O)OC(C)(C)C)C)F (Di-tert-butyl [4-(1,3-dioxolan-2-yl)-3-fluorophenyl](methyl)malonate). The yield is 35.8%. RXN SMILES: [O:1]1[CH2:5][CH2:4][O:3][CH:2]1[C:6]1[CH:11]=[CH:10][C:9]([CH:12]([C:20]([O:22][C:23]([CH3:26])([CH3:25])[CH3:24])=[O:21])[C:13]([O:15][C:16]([CH3:19])([CH3:18])[CH3:17])=[O:14])=[CH:8][C:7]=1[F:27].IC.[C:30](=O)([O-])[O-].[K+].[K+].O>CN(C=O)C>[O:1]1[CH2:5][CH2:4][O:3][CH:2]1[C:6]1[CH:11]=[CH:10][C:9]([C:12]([CH3:30])([C:20]([O:22][C:23]([CH3:26])([CH3:25])[CH3:24])=[O:21])[C:13]([O:15][C:16]([CH3:17])([CH3:18])[CH3:19])=[O:14])=[CH:8][C:7]=1[F:27] |f:2.3.4|. Reported procedure: Di-tert-butyl [4-(1,3-dioxolan-2-yl)-3-fluorophenyl]malonate (2.45 g, 6.41 mmol), iodomethane (0.80 mL, 12.85 mmol) and potassium carbonate (1.78 g, 12.9 mmol) were suspended in DMF (10 mL) and heated at 70° C. for 3 hours in a sealed tube. A further portion of iodomethane was added (0.60 mL, 9.64 mmol) and heating continued at 75° C. for 3 hours. Room temperature was attained, H2O (150 mL) was added and the products extracted into Et2O (2×100 mL). The combined organic extracts were washed with ... Reactants: COCOC1=CC=C2C(C(COC2=C1)(C)C1=CC=C(C=C1)OCOC)CCCCCCCCCN1CCN(CC1)CCCC(C(F)(F)F)(F)F (7-(Methoxymethoxy)-3-(4-methoxymethoxyphenyl)-4-{9-[4-(4,4,5,5,5-pentafluoropentyl)piperazinyl]nonyl}-3-methylchroman), NaHCO. The solvent is Cl (HCl), CO (methanol). Run at temperature 50 celsius, time 1 hour. Product: OC1=CC=C2C(C(COC2=C1)(C)C1=CC=C(C=C1)O)CCCCCCCCCN1CCN(CC1)CCCC(C(F)(F)F)(F)F (7-hydroxy-3-(4-hydroxyphenyl)-3-methyl-4-{9-[4-(4,4,5,5,5-pentafluoropentyl)piperazinyl]nonyl}chroman). Isolated yield 88.0%. As a reaction SMILES: COC[O:4][C:5]1[CH:14]=[C:13]2[C:8]([CH:9]([CH2:26][CH2:27][CH2:28][CH2:29][CH2:30][CH2:31][CH2:32][CH2:33][CH2:34][N:35]3[CH2:40][CH2:39][N:38]([CH2:41][CH2:42][CH2:43][C:44]([F:50])([F:49])[C:45]([F:48])([F:47])[F:46])[CH2:37][CH2:36]3)[C:10]([C:16]3[CH:21]=[CH:20][C:19]([O:22]COC)=[CH:18][CH:17]=3)([CH3:15])[CH2:11][O:12]2)=[CH:7][CH:6]=1>Cl.CO>[OH:4][C:5]1[CH:14]=[C:13]2[C:8]([CH:9]([CH2:26][CH2:27][CH2:28][CH2:29][CH2:30][CH2:31][CH2:32][CH2:33][CH2:34][N:35]3[CH2:40][CH2:39][N:38]([CH2:41][CH2:42][CH2:43][C:44]([F:50])([F:49])[C:45]([F:48])([F:46])[F:47])[CH2:37][CH2:36]3)[C:10]([C:16]3[CH:21]=[CH:20][C:19]([OH:22])=[CH:18][CH:17]=3)([CH3:15])[CH2:11][O:12]2)=[CH:7][CH:6]=1. Reported procedure: 7-(Methoxymethoxy)-3-(4-methoxymethoxyphenyl)-4-{9-[4-(4,4,5,5,5-pentafluoropentyl)piperazinyl]nonyl}-3-methylchroman (210 mg, 0.294 mmol) was dissolved in 2N-HCl solution in methanol, and the mixture was stirred at 50° C. for 1 hour. The mixture was cooled down to room temperature, adjusted to pH=9 using aqueous NaHCO solution, and then extracted with ethyl acetate. The organic layer was dried over anhydrous magnesium sulfate, filtered, and the organic solvent was removed under reduced pressure... Starting materials: COC(=O)c1cc([N+](=O)[O-])ccc1OC, CO, Cl, [K+], NO, [OH-]. The product is COc1ccc([N+](=O)[O-])cc1C(=O)NO. Reaction SMILES: [CH3:1][O:2][c:3]1[c:4]([C:5](=[O:6])[O:7][CH3:8])[cH:9][c:10]([N+:13](=[O:14])[O-:15])[cH:11][cH:12]1.[CH3:21][OH:22].[ClH:16].[K+:20].[NH2:17][OH:18].[OH-:19]>>[CH3:1][O:2][c:3]1[c:4]([C:5](=[O:6])[NH:17][OH:18])[cH:9][c:10]([N+:13](=[O:14])[O-:15])[cH:11][cH:12]1. Reactants: C1(=CC=CC=C1)C (toluene), S(O)(O)(=O)=O (sulfuric acid), FC1=CC=C(OC=2C=C(CO)C=CC2)C=C1 (3-(4-fluorophenoxy)benzyl alcohol), FC1=CC=C(C=C1)C(CO)(CC)C (2-(4-fluorophenyl)-2-methylbutyl alcohol). Run in O (water), O (water). The product is FC1=CC=C(C=C1)C(COCC1=CC(=CC=C1)OC1=CC=C(C=C1)F)(CC)C (3-(4-fluorophenoxy)benzyl 2-(4-fluorophenyl)-2-methylbutyl ether). The yield is 46.0%. RXN SMILES: C1(C)C=CC=CC=1.S(=O)(=O)(O)O.[F:13][C:14]1[CH:28]=[CH:27][C:17]([O:18][C:19]2[CH:20]=[C:21]([CH:24]=[CH:25][CH:26]=2)[CH2:22][OH:23])=[CH:16][CH:15]=1.[F:29][C:30]1[CH:35]=[CH:34][C:33]([C:36]([CH3:41])([CH2:39][CH3:40])[CH2:37]O)=[CH:32][CH:31]=1>O>[F:29][C:30]1[CH:35]=[CH:34][C:33]([C:36]([CH3:41])([CH2:39][CH3:40])[CH2:37][O:23][CH2:22][C:21]2[CH:24]=[CH:25][CH:26]=[C:19]([O:18][C:17]3[CH:27]=[CH:28][C:14]([F:13])=[CH:15][CH:16]=3)[CH:20]=2)=[CH:32][CH:31]=1. Procedure: To 20 ml of toluene were added 2 ml of concentrated sulfuric acid, 2.7 g of 3-(4-fluorophenoxy)benzyl alcohol and 2.3 g of 2-(4-fluorophenyl)-2-methylbutyl alcohol, and the mixture was refluxed for 6 hours (water formed by reaction was removed). The mixture was cooled to room temperature, and water was added to the mixture and the toluene layer was separated, washed with water, dried, and evaporated under reduced pressure, and the obtained crude ether was purified by column chromatography on 100...